From a dataset of the Open Reaction Database (ORD), a public repository of structured organic reaction records. describe an organic reaction: reactants, conditions, products, and yield Starting materials: C1(=CC=CC=C1)C=1OC=2CNCCC2N1 (2-phenyl-4,5,6,7-tetrahydro-oxazolo[5,4-C]pyridine), FC(S(=O)(=O)OC=1C2CC2C(N(N1)CC1=CC=C(C=C1)OC)=O)(F)F (4-(4-methoxy-benzyl)-5-oxo-3,4-diaza-bicyclo[4.1.0]hept-2-en-2-yl trifluoro-methanesulphonate), C(Cl)Cl (DCM). Run in CS(=O)C (DMSO). Conditions: temperature 40 celsius, time 5 hour. The product is COC1=CC=C(CN2C(C3CC3C(=N2)N2CC3=C(CC2)N=C(O3)C3=CC=CC=C3)=O)C=C1 (3-(4-methoxy-benzyl)-5-(2-phenyl-6,7-dihydro-4H-oxazolo[5,4-c]pyridin-5-yl)-3,4-diaza-bicyclo[4.1.0]hept-4-en-2-one). Reaction SMILES: FC(F)(F)S(O[C:7]1[CH:8]2[CH:10]([C:11](=[O:23])[N:12]([CH2:14][C:15]3[CH:20]=[CH:19][C:18]([O:21][CH3:22])=[CH:17][CH:16]=3)[N:13]=1)[CH2:9]2)(=O)=O.[C:26]1([C:32]2[O:33][C:34]3[CH2:35][NH:36][CH2:37][CH2:38][C:39]=3[N:40]=2)[CH:31]=[CH:30][CH:29]=[CH:28][CH:27]=1.C(Cl)Cl>CS(C)=O>[CH3:22][O:21][C:18]1[CH:19]=[CH:20][C:15]([CH2:14][N:12]2[N:13]=[C:7]([N:36]3[CH2:37][CH2:38][C:39]4[N:40]=[C:32]([C:26]5[CH:27]=[CH:28][CH:29]=[CH:30][CH:31]=5)[O:33][C:34]=4[CH2:35]3)[CH:8]3[CH:10]([CH2:9]3)[C:11]2=[O:23])=[CH:16][CH:17]=1. Procedure details: 322 mg (0.85 mmol) 4-(4-methoxy-benzyl)-5-oxo-3,4-diaza-bicyclo[4.1.0]hept-2-en-2-yl trifluoro-methanesulphonate dissolved in 4 ml DMSO and some molecular sieve are added to 400 mg (1.69 mmol) 2-phenyl-4,5,6,7-tetrahydro-oxazolo[5,4-C]pyridine. The mixture is stirred for 5 h at 40° C. and then combined with DCM. It is extracted 1× each with sat. sodium carbonate solution and sat. saline solution, the org. phase is dried on magnesium sulphate and the solv. is eliminated by rotary evaporation i.V.... The reactants are [Si](C)(C)(C(C)(C)C)O[C@@H]1C[C@@H](C[C@H]([C@@H]1O[Si](C)(C)C(C)(C)C)C)C1=C(C=NC=C1)N (4-((1R,3R,4S,5R)-3,4-bis(tert-butyldimethylsilyloxy)-5-methylcyclohexyl)pyridin-3-amine), BrC1=C(C=CC(=N1)C(=O)O)F (6-bromo-5-fluoropicolinic acid). Run in CCOC(=O)C (EtOAc). Product: [Si](C)(C)(C(C)(C)C)O[C@@H]1C[C@@H](C[C@H]([C@@H]1O[Si](C)(C)C(C)(C)C)C)C1=C(C=NC=C1)NC(C1=NC(=C(C=C1)F)Br)=O (N-(4-((1R,3R,4S,5R)-3,4-bis(tert-butyldimethylsilyloxy)-5-methylcyclohexyl)pyridin-3-yl)-6-bromo-5-fluoropicolinamide). As a reaction SMILES: [Si:1]([O:8][C@H:9]1[C@@H:14]([O:15][Si:16]([C:19]([CH3:22])([CH3:21])[CH3:20])([CH3:18])[CH3:17])[C@H:13]([CH3:23])[CH2:12][C@@H:11]([C:24]2[CH:29]=[CH:28][N:27]=[CH:26][C:25]=2[NH2:30])[CH2:10]1)([C:4]([CH3:7])([CH3:6])[CH3:5])([CH3:3])[CH3:2].[Br:31][C:32]1[N:37]=[C:36]([C:38](O)=[O:39])[CH:35]=[CH:34][C:33]=1[F:41]>CCOC(C)=O>[Si:1]([O:8][C@H:9]1[C@@H:14]([O:15][Si:16]([C:19]([CH3:21])([CH3:22])[CH3:20])([CH3:18])[CH3:17])[C@H:13]([CH3:23])[CH2:12][C@@H:11]([C:24]2[CH:29]=[CH:28][N:27]=[CH:26][C:25]=2[NH:30][C:38](=[O:39])[C:36]2[CH:35]=[CH:34][C:33]([F:41])=[C:32]([Br:31])[N:37]=2)[CH2:10]1)([C:4]([CH3:5])([CH3:6])[CH3:7])([CH3:3])[CH3:2]. Procedure: Following Method 9, 4-((1R,3R,4S,5R)-3,4-bis(tert-butyldimethylsilyloxy)-5-methylcyclohexyl)pyridin-3-amine and 6-bromo-5-fluoropicolinic acid were coupled and following addition of EtOAc and washing with H2O, NaCl(sat.) and drying over MgSO4, N-(4-((1R,3R,4S,5R)-3,4-bis(tert-butyldimethylsilyloxy)-5-methylcyclohexyl)pyridin-3-yl)-6-bromo-5-fluoropicolinamide was obtained. LCMS (m/z): 652.5, 652.4 (MH+); LC Rt=5.82 min. Reactants: CO, Cl, [K+], [OH-], CCCCCC(O)CCC1C(O)CC2Cc3c(cccc3OCC#N)CC21. Product: CCCCCC(O)CCC1C(O)CC2Cc3c(cccc3OCC(=O)O)CC21. RXN SMILES: [CH3:31][OH:32].[ClH:30].[K+:29].[OH-:28].[OH:1][CH:2]1[CH2:3][CH:4]2[CH:5]([CH2:6][c:7]3[cH:8][cH:9][cH:10][c:11]([O:14][CH2:15][C:16]#[N:17])[c:12]3[CH2:13]2)[CH:18]1[CH2:19][CH2:20][CH:21]([CH2:22][CH2:23][CH2:24][CH2:25][CH3:26])[OH:27]>>[OH:1][CH:2]1[CH2:3][CH:4]2[CH:5]([CH2:6][c:7]3[cH:8][cH:9][cH:10][c:11]([O:14][CH2:15][C:16]([OH:28])=[O:32])[c:12]3[CH2:13]2)[CH:18]1[CH2:19][CH2:20][CH:21]([CH2:22][CH2:23][CH2:24][CH2:25][CH3:26])[OH:27]. Reactants: C1(=CC=CC=C1)S(=O)(=O)Cl (benzene sulfonyl chloride), FC=1C=C2C=CNC2=CC1 (5-fluoro-1H-indole). Product: C1(=CC=CC=C1)S(=O)(=O)N1C=CC2=CC(=CC=C12)F (1-benzenesulfonyl-5-fluoro-1H-indole). Isolated yield 73.0%. As a reaction SMILES: [C:1]1([S:7](Cl)(=[O:9])=[O:8])[CH:6]=[CH:5][CH:4]=[CH:3][CH:2]=1.[F:11][C:12]1[CH:13]=[C:14]2[C:18](=[CH:19][CH:20]=1)[NH:17][CH:16]=[CH:15]2>>[C:1]1([S:7]([N:17]2[C:18]3[C:14](=[CH:13][C:12]([F:11])=[CH:20][CH:19]=3)[CH:15]=[CH:16]2)(=[O:9])=[O:8])[CH:6]=[CH:5][CH:4]=[CH:3][CH:2]=1. Procedure details: The title compound was prepared from benzene sulfonyl chloride and 5-fluoro-1H-indole, according to Method A, described above. Yield 73%; 1H NMR (CDCl3) δ 7.77-7.82 (dd, J=9 Hz, 1H), 7.71-7.74 (m, 2H), 7.47 (d, J=4 Hz, 1H), 7.30-7.45 (m, 3H), 7.03-7.07 (dd, J=9 Hz, 1H), 6.87-6.95 (dt, J=9 Hz, 1H), 6.51 (d, J=4 Hz, 1H); MS (AP+) m/z 276.0 (M++1), 214.